From a dataset of the Open Reaction Database (ORD), a public repository of structured organic reaction records. describe an organic reaction: reactants, conditions, products, and yield Starting materials: CC(C)(C)OC(=O)NCCCCc1ccc(C(N)=S)cc1, ClCCl, CC(=O)[O-], CI, [NH4+]. The product is CC(C)(C)OC(=O)NCCCCc1ccc(C(=N)N)cc1. RXN SMILES: [C:1]([CH3:2])([CH3:3])([CH3:4])[O:5][C:6]([NH:7][CH2:8][CH2:9][CH2:10][CH2:11][c:12]1[cH:13][cH:14][c:15]([C:18]([NH2:19])=[S:20])[cH:16][cH:17]1)=[O:21].[CH2:29]([Cl:30])[Cl:31].[CH3:25][C:26](=[O:27])[O-:28].[I:22][CH3:23].[NH4+:24]>>[C:1]([CH3:2])([CH3:3])([CH3:4])[O:5][C:6]([NH:7][CH2:8][CH2:9][CH2:10][CH2:11][c:12]1[cH:13][cH:14][c:15]([C:18]([NH2:19])=[NH:24])[cH:16][cH:17]1)=[O:21]. Starting materials: Oc1ccc(Br)nc1, BrCc1ccccc1, [H-], [Na+], CN(C)C=O, O. Yields the product Brc1ccc(OCc2ccccc2)cn1. Reaction SMILES: [Br:1][c:2]1[n:3][cH:4][c:5]([OH:8])[cH:6][cH:7]1.[CH2:11]([c:12]1[cH:13][cH:14][cH:15][cH:16][cH:17]1)[Br:18].[H-:10].[Na+:9].[O:20]=[CH:21][N:22]([CH3:23])[CH3:24].[OH2:19]>>[Br:1][c:2]1[n:3][cH:4][c:5]([O:8][CH2:11][c:12]2[cH:13][cH:14][cH:15][cH:16][cH:17]2)[cH:6][cH:7]1. The reactants are C(C1=CC=CC=C1)OC1=CC=C(C=C1)C1=CC(CC(C1)(C)C)(C)C (1-benzyloxy-4-(3,3,5,5-tetramethyl-cyclohex-1-enyl)-benzene). The reagents and catalysts are [Pd] (Pd/C). Run in CO (MeOH), CCOC(=O)C (EtOAc). Reaction conditions: time 8 hour. Yields the product CC1(CC(CC(C1)(C)C)C1=CC=C(C=C1)O)C (4-(3,3,5,5-Tetramethyl-cyclohexyl)-phenol). Yield: 96.6%. RXN SMILES: C([O:8][C:9]1[CH:14]=[CH:13][C:12]([C:15]2[CH2:20][C:19]([CH3:22])([CH3:21])[CH2:18][C:17]([CH3:24])([CH3:23])[CH:16]=2)=[CH:11][CH:10]=1)C1C=CC=CC=1>CO.CCOC(C)=O.[Pd]>[CH3:23][C:17]1([CH3:24])[CH2:18][C:19]([CH3:21])([CH3:22])[CH2:20][CH:15]([C:12]2[CH:13]=[CH:14][C:9]([OH:8])=[CH:10][CH:11]=2)[CH2:16]1. Procedure details: To 10% Pd/C (0.17 g) under N2 was added 1-benzyloxy-4-(3,3,5,5-tetramethyl-cyclohex-1-enyl)-benzene (1.7 g, 5.3 mmol), prepared by a substantially similar procedure to that of Step 1 of Example 18, in MeOH (15 mL) and EtOAc (15 mL). This mixture was stirred under H2 (1 atm) overnight. The reaction mixture was filtered through celite. The filtrate was concentrated to give the title compound as a white solid (1.19 g). The reactants are [Si](C1=CC=CC=C1)(C1=CC=CC=C1)(C(C)(C)C)OCC=1SC(=CC1)C#C[Si](C)(C)C (5-[(trimethylsilyl)ethynyl]thiophen-2-ylmethyl tert-butyldiphenylsilyl ether), [Si](C1=CC=CC=C1)(C1=CC=CC=C1)(C(C)(C)C)OCC=1SC(=CC1)C#C[Si](C)(C)C (5-[(trimethylsilyl)ethynyl]thiophen-2-ylmethyl tert-butyldiphenylsilyl ether), BrC1=CC=2C(CCC(C2C=C1)(C)C)(C)C (2-bromo-5,5,8,8-tetramethyl-5,6,7,8-tetrahydronaphthalene). Product: CC1(C=2C=CC(=CC2C(CC1)(C)C)/C(=C/C1=CC=C(S1)CO)/[Si](C)(C)C)C ((Z)-5-[2-(5,5,8,8-Tetramethyl-5,6,7,8-tetrahydronaphthalen-2-yl)-2-(trimethylsilyl)vinyl]thiophene-2-ylmethyl alcohol). Reaction SMILES: [Si]([O:18][CH2:19][C:20]1[S:21][C:22]([C:25]#[C:26][Si:27]([CH3:30])([CH3:29])[CH3:28])=[CH:23][CH:24]=1)(C(C)(C)C)(C1C=CC=CC=1)C1C=CC=CC=1.Br[C:32]1[CH:41]=[CH:40][C:39]2[C:38]([CH3:43])([CH3:42])[CH2:37][CH2:36][C:35]([CH3:45])([CH3:44])[C:34]=2[CH:33]=1>>[CH3:42][C:38]1([CH3:43])[CH2:37][CH2:36][C:35]([CH3:45])([CH3:44])[C:34]2[CH:33]=[C:32](/[C:26](/[Si:27]([CH3:28])([CH3:29])[CH3:30])=[CH:25]/[C:22]3[S:21][C:20]([CH2:19][OH:18])=[CH:24][CH:23]=3)[CH:41]=[CH:40][C:39]1=2. Procedure details: Following General Procedure A, 5-[(trimethylsilyl)ethynyl]thiophen-2-ylmethyl tert-butyldiphenylsilyl ether (Compound 13, 0.75 g, 1.8 mmol) and 2-bromo-5,5,8,8-tetramethyl-5,6,7,8-tetrahydronaphthalene (0.46 g, 1.62 mmol) were coupled to give the title compound. Starting materials: ClC=1C=C(CN)C=CC1OC (3-chloro-4-methoxybenzylamine), ClC=1N=C(C2=C(N1)SC(=C2)CC)Cl (2,4-dichloro-6-ethyl-thieno-[2,3-d]-pyrimidine). Yields the product ClC=1N=C(C2=C(N1)SC(=C2)CC)NCC2=CC(=C(C=C2)OC)Cl (2-chloro-6-ethyl-4-(3-chloro-4-methoxybenzylamino)-thieno-[2,3-d]-pyrimidine). As a reaction SMILES: [Cl:1][C:2]1[CH:3]=[C:4]([CH:7]=[CH:8][C:9]=1[O:10][CH3:11])[CH2:5][NH2:6].[Cl:12][C:13]1[N:14]=[C:15](Cl)[C:16]2[CH:21]=[C:20]([CH2:22][CH3:23])[S:19][C:17]=2[N:18]=1>>[Cl:12][C:13]1[N:14]=[C:15]([NH:6][CH2:5][C:4]2[CH:7]=[CH:8][C:9]([O:10][CH3:11])=[C:2]([Cl:1])[CH:3]=2)[C:16]2[CH:21]=[C:20]([CH2:22][CH3:23])[S:19][C:17]=2[N:18]=1. Procedure: Following the procedure of Example 1, the reaction of 3-chloro-4-methoxybenzylamine with 2,4-dichloro-6-ethyl-thieno-[2,3-d]-pyrimidine yields 2-chloro-6-ethyl-4-(3-chloro-4-methoxybenzylamino)-thieno-[2,3-d]-pyrimidine. The reactants are CC=1C=CC=C2C=CC=NC12 (8-Metyl quinoline), crude product, BrBr (Bromine), BrBr (Bromine). The reagents and catalysts are S(=O)(=O)([O-])[O-].[Ag+2] (Silver sulphate). Run in OS(=O)(=O)O (H2SO4). Conditions: time 4 hour. Yields the product BrC1=C2C=CC=NC2=C(C=C1)C (5-Bromo-8-methylquinoline). Isolated yield 92.4%. RXN SMILES: [CH3:1][C:2]1[CH:3]=[CH:4][CH:5]=[C:6]2[C:11]=1[N:10]=[CH:9][CH:8]=[CH:7]2.[Br:12]Br>S([O-])([O-])(=O)=O.[Ag+2].OS(O)(=O)=O>[Br:12][C:5]1[CH:4]=[CH:3][C:2]([CH3:1])=[C:11]2[C:6]=1[CH:7]=[CH:8][CH:9]=[N:10]2 |f:2.3|. Procedure details: To a solution of 8-Metyl quinoline (30 g, 0.209 mol) in Conc.H2SO4 (300 ml) was added Silver sulphate (97.98 g, 0.314 mol) in lots at 0° C. and followed by Bromine (10.74 ml, 0.209 mol) drop wise for 10 min. After addition of Bromine, the reaction mixture was stirred at RT for 4 h and the reaction completion was confirmed by TLC. After completion of reaction the reaction mixture was quenched with ice and basified with NH4OH solution and extracted with ethyl acetate. The organic layer was washed ... The reactants are [BH3-]C#N.[Na+] (NaBH3CN), Bu2(t-Bu)SnCl, C(C)(C)(C)O (tert-butanol), IC(CCC1=CC=CC=C1)CCCC (3-iodo-1-phenylheptane), O=O (oxygen). The reagents and catalysts are CC(C)(C#N)N=NC(C)(C)C#N (AIBN). Solvent: O (water). Conditions: time 13 hour. Yields the product C1(=CC=CC=C1)CCC(CCCC)O (1phenyl-3-heptanol). Yield: 93.0%. As a reaction SMILES: [BH3-]C#N.[Na+].C([OH:9])(C)(C)C.I[CH:11]([CH2:20][CH2:21][CH2:22][CH3:23])[CH2:12][CH2:13][C:14]1[CH:19]=[CH:18][CH:17]=[CH:16][CH:15]=1.O=O>O.CC(N=NC(C#N)(C)C)(C#N)C>[C:14]1([CH2:13][CH2:12][CH:11]([OH:9])[CH2:20][CH2:21][CH2:22][CH3:23])[CH:19]=[CH:18][CH:17]=[CH:16][CH:15]=1 |f:0.1|. Procedure details: A reaction vessel (50 ml, a two-neck, eggplant type flask) is subjected to nitrogen gas purging. NaBH3CN (1.0 mmol, 62.8 mg), AIBN (0.005 mmol, 0.8 mg) and Bu2(t-Bu)SnCl (0.025 mmol, 8.1 mg, 7 μl) are added to tert-butanol (2 ml). Then, 3-iodo-1-phenylheptane (0.5mmol, 151.1mg, 115 μl) is added. The introduction of nitrogen gas is discontinued, a nitrogen gas-filled black butyl rubber balloon is set instead, and using a syringe, oxygen (0.75 mmol, 18 ml) is bubbled into the solution. Thereafter,...